Dataset: the Open Reaction Database (ORD), a public repository of structured organic reaction records. Task: describe an organic reaction: reactants, conditions, products, and yield Reactants: BrC=1C=C(C(=C(COCC2(CCN(CC2)C(=O)OC(C)(C)C)C2=CC=CC=C2)C1)OC)C (tert-Butyl 4-((5-bromo-2-methoxy-3-methylbenzyloxy)methyl)-4-phenylpiperidine-1-carboxylate), C(#N)C1=CC=C(C=C1)B(O)O (4-cyanophenylboronic acid). The reagents and catalysts are [Pd].C1(=CC=CC=C1)P(C1=CC=CC=C1)C1=CC=CC=C1.C1(=CC=CC=C1)P(C1=CC=CC=C1)C1=CC=CC=C1.C1(=CC=CC=C1)P(C1=CC=CC=C1)C1=CC=CC=C1.C1(=CC=CC=C1)P(C1=CC=CC=C1)C1=CC=CC=C1 (tetrakis(triphenylphosphine) palladium(0)). Run in O1CCCC1 (tetrahydrofuran). Reaction conditions: temperature 120 celsius. Yields the product COC1=C(C=C(C=C1COCC1(CCNCC1)C1=CC=CC=C1)C1=CC=C(C=C1)C#N)C (4′-Methoxy-3′-methyl-5′-(((4-phenylpiperidin-4-yl)methoxy)methyl)biphenyl-4-carbonitrile). As a reaction SMILES: Br[C:2]1[CH:3]=[C:4]([CH3:32])[C:5]([O:30][CH3:31])=[C:6]([CH:29]=1)[CH2:7][O:8][CH2:9][C:10]1([C:23]2[CH:28]=[CH:27][CH:26]=[CH:25][CH:24]=2)[CH2:15][CH2:14][N:13](C(OC(C)(C)C)=O)[CH2:12][CH2:11]1.[C:33]([C:35]1[CH:40]=[CH:39][C:38](B(O)O)=[CH:37][CH:36]=1)#[N:34]>O1CCCC1.[Pd].C1(P(C2C=CC=CC=2)C2C=CC=CC=2)C=CC=CC=1.C1(P(C2C=CC=CC=2)C2C=CC=CC=2)C=CC=CC=1.C1(P(C2C=CC=CC=2)C2C=CC=CC=2)C=CC=CC=1.C1(P(C2C=CC=CC=2)C2C=CC=CC=2)C=CC=CC=1>[CH3:31][O:30][C:5]1[C:6]([CH2:7][O:8][CH2:9][C:10]2([C:23]3[CH:24]=[CH:25][CH:26]=[CH:27][CH:28]=3)[CH2:11][CH2:12][NH:13][CH2:14][CH2:15]2)=[CH:29][C:2]([C:38]2[CH:39]=[CH:40][C:35]([C:33]#[N:34])=[CH:36][CH:37]=2)=[CH:3][C:4]=1[CH3:32] |f:3.4.5.6.7|. Procedure details: tert-Butyl 4-((5-bromo-2-methoxy-3-methylbenzyloxy)methyl)-4-phenylpiperidine-1-carboxylate (65 mg, 0.13 mmol), 4-cyanophenylboronic acid (76.4 mg, 0.52 mmol), and tetrakis(triphenylphosphine) palladium(0) (20 mg, 0.01 mmol) were combined in dry tetrahydrofuran (2 mL) in a microwave tube and sealed. After flushing with nitrogen, 0.46 mL of a 1 N potassium hydroxide aqueous solution was introduced. The mixture was heated at 120° C. for 1 h via microwave. After cooling to room temperature, the rea...